From a dataset of the Open Reaction Database (ORD), a public repository of structured organic reaction records. describe an organic reaction: reactants, conditions, products, and yield Reactants: N1=CC(=CC=C1)C1SC[C@H](N1)C(=O)O (2-(3-pyridyl) thiazolidine-4(R)-carboxylic acid), NCCCCCCCN1CCC(CC1)=C(C1=CC=CC=C1)C1=CC=CC=C1 (1-(7-aminoheptyl)-4-(diphenylmethylen) piperidine). Product: C1(=CC=CC=C1)C(=C1CCN(CC1)CCCCCCCNC(=O)[C@H]1NC(SC1)C=1C=NC=CC1)C1=CC=CC=C1 (4(R)-[7-(4-Diphenylmethylene-1-piperidyl)heptylcarbamoyl]-2-(3-pyridyl) thiazolidine). Isolated yield 46.0%. RXN SMILES: [N:1]1[CH:6]=[CH:5][CH:4]=[C:3]([CH:7]2[NH:11][C@H:10]([C:12]([OH:14])=O)[CH2:9][S:8]2)[CH:2]=1.[NH2:15][CH2:16][CH2:17][CH2:18][CH2:19][CH2:20][CH2:21][CH2:22][N:23]1[CH2:28][CH2:27][C:26](=[C:29]([C:36]2[CH:41]=[CH:40][CH:39]=[CH:38][CH:37]=2)[C:30]2[CH:35]=[CH:34][CH:33]=[CH:32][CH:31]=2)[CH2:25][CH2:24]1>>[C:30]1([C:29]([C:36]2[CH:41]=[CH:40][CH:39]=[CH:38][CH:37]=2)=[C:26]2[CH2:25][CH2:24][N:23]([CH2:22][CH2:21][CH2:20][CH2:19][CH2:18][CH2:17][CH2:16][NH:15][C:12]([C@@H:10]3[CH2:9][S:8][CH:7]([C:3]4[CH:2]=[N:1][CH:6]=[CH:5][CH:4]=4)[NH:11]3)=[O:14])[CH2:28][CH2:27]2)[CH:31]=[CH:32][CH:33]=[CH:34][CH:35]=1. Procedure: The title compound was prepared in a yield of 46% in a similar manner to that described in Example 17' by reacting 2-(3-pyridyl) thiazolidine-4(R)-carboxylic acid and 1-(7-aminoheptyl)-4-(diphenylmethylen) piperidine (prepared as described in Preparation 43'). Reactants: CCOC(=O)CBr, CN(C)C=O, [H-], [Na+], CCOC(=O)c1ccc(O)cc1. Product: CCOC(=O)COc1ccc(C(=O)OCC)cc1. RXN SMILES: [Br:15][CH2:16][C:17](=[O:18])[O:19][CH2:20][CH3:21].[CH3:22][N:23]([CH3:24])[CH:25]=[O:26].[H-:13].[Na+:14].[OH:1][c:2]1[cH:3][cH:4][c:5]([C:6](=[O:7])[O:8][CH2:9][CH3:10])[cH:11][cH:12]1>>[O:1]([c:2]1[cH:3][cH:4][c:5]([C:6](=[O:7])[O:8][CH2:9][CH3:10])[cH:11][cH:12]1)[CH2:16][C:17](=[O:18])[O:19][CH2:20][CH3:21]. Reactants: Nc1c(Br)cc([N+](=O)[O-])cc1Br, Br, CC(=O)O, [Cu]Br, O=N[O-], [Na+], O, O=S(=O)(O)O. Yields the product O=[N+]([O-])c1cc(Br)c(Br)c(Br)c1. Reaction SMILES: [Br:1][c:2]1[c:3]([NH2:4])[c:5]([Br:12])[cH:6][c:7]([N+:9](=[O:10])[O-:11])[cH:8]1.[BrH:17].[CH3:18][C:19](=[O:20])[OH:21].[Cu:28][Br:29].[N:13]([O-:14])=[O:15].[Na+:16].[OH2:27].[S:22](=[O:23])(=[O:24])([OH:25])[OH:26]>>[Br:1][c:2]1[c:3]([Br:17])[c:5]([Br:12])[cH:6][c:7]([N+:9](=[O:10])[O-:11])[cH:8]1.